describe an organic reaction: reactants, conditions, products, and yield From a dataset of the Open Reaction Database (ORD), a public repository of structured organic reaction records. The reactants are OC1=C(C=C(C=C1)CC(=O)N[C@@H]1CC[C@@H](CC1)C=C(C)C)OC (2-(4-hydroxy-3-methoxyphenyl)-N-[cis-4-(2-methyl-1-propenyl)cyclohexyl]acetamide). The reagents and catalysts are [Pt]=O (platinum oxide). Run in C(C)O (ethanol). Conditions: time 3 hour. Product: OC1=C(C=C(C=C1)CC(=O)N[C@@H]1CC[C@@H](CC1)CC(C)C)OC (2-(4-hydroxy-3-methoxyphenyl)-N-[cis-4-(2-methylpropyl)cyclohexyl]acetamide). Yield: 69.6%. RXN SMILES: [OH:1][C:2]1[CH:7]=[CH:6][C:5]([CH2:8][C:9]([NH:11][C@H:12]2[CH2:17][CH2:16][C@@H:15]([CH:18]=[C:19]([CH3:21])[CH3:20])[CH2:14][CH2:13]2)=[O:10])=[CH:4][C:3]=1[O:22][CH3:23]>C(O)C.[Pt]=O>[OH:1][C:2]1[CH:7]=[CH:6][C:5]([CH2:8][C:9]([NH:11][C@H:12]2[CH2:17][CH2:16][C@@H:15]([CH2:18][CH:19]([CH3:21])[CH3:20])[CH2:14][CH2:13]2)=[O:10])=[CH:4][C:3]=1[O:22][CH3:23]. Procedure details: The compound (0.3 g) of Example 95 was dissolved in ethanol (15 ml), platinum oxide (50 mg) was added to the solution, and the mixture was hydrogenated at room temperature. After 3 hours, the catalyst was removed by filtration from the reaction mixture and then the solvent was evaporated under reduced pressure. The residue was crystallized from diisopropyl ether to give 0.21 g of the desired compound. The reactants are COCCO (2-methoxyethanol), ClCC1(COC1)CCl (3,3-bis(chloromethyl)oxetane), [Na] (sodium), [Na] (sodium). The product is COCCOCC1(COC1)COCCOC (3,3-Bis(methoxyethoxymethyl)oxetane). Reaction SMILES: [CH3:1][O:2][CH2:3][CH2:4][OH:5].[Na].Cl[CH2:8][C:9]1([CH2:13]Cl)[CH2:12][O:11][CH2:10]1>>[CH3:1][O:2][CH2:3][CH2:4][O:5][CH2:8][C:9]1([CH2:13][O:5][CH2:4][CH2:3][O:2][CH3:1])[CH2:12][O:11][CH2:10]1 |^1:5|. Reported procedure: To a 5 liter, three-neck flask, fitted with a reflux condenser, a stirrer, and a thermometer, were added 1824 g (24 mole) of 2-methoxyethanol followed by 139 g (6 mole) of sodium metal. The flask temperature was then raised to mild reflux and thus maintained until all the sodium had dissolved. At this time, 465 g (3 mole) of 3,3-bis(chloromethyl)oxetane was added and heating maintained for a further 24 hr. The mixture was then cooled to room temperature and the precipitated sodium chloride remov... Starting materials: C1(CCCCC1)C1=CC=C(C(=O)O)C=C1 (4-cyclohexylbenzoic acid), C(C)(C)(C)OC(=O)NCC=1C=C(C=CC1OC)CC(C(=O)OCC)OC(C)C (ethyl 3-[3-([(tert-butoxycarbonyl)amino]methyl)-4-methoxyphenyl)-2-isopropoxypropanoate). Yields the product C1(CCCCC1)C1=CC=C(C(=O)NCC=2C=C(C=CC2OC)CC(C(=O)O)OC(C)C)C=C1 (3-(3-[(4-cyclohexylbenzoyl)amino)methyl-4-methoxyphenyl)-2-isopropoxypropanoic acid). RXN SMILES: [CH:1]1([C:7]2[CH:15]=[CH:14][C:10]([C:11]([OH:13])=O)=[CH:9][CH:8]=2)[CH2:6][CH2:5][CH2:4][CH2:3][CH2:2]1.C(OC([NH:23][CH2:24][C:25]1[CH:26]=[C:27]([CH2:33][CH:34]([O:40][CH:41]([CH3:43])[CH3:42])[C:35]([O:37]CC)=[O:36])[CH:28]=[CH:29][C:30]=1[O:31][CH3:32])=O)(C)(C)C>>[CH:1]1([C:7]2[CH:8]=[CH:9][C:10]([C:11]([NH:23][CH2:24][C:25]3[CH:26]=[C:27]([CH2:33][CH:34]([O:40][CH:41]([CH3:43])[CH3:42])[C:35]([OH:37])=[O:36])[CH:28]=[CH:29][C:30]=3[O:31][CH3:32])=[O:13])=[CH:14][CH:15]=2)[CH2:2][CH2:3][CH2:4][CH2:5][CH2:6]1. Procedure details: Using 4-cyclohexylbenzoic acid and ethyl 3-[3-([(tert-butoxycarbonyl)amino]methyl)-4-methoxyphenyl)-2-isopropoxypropanoate, 3-(3-[(4-cyclohexylbenzoyl)amino)methyl-4-methoxyphenyl)-2-isopropoxypropanoic acid was obtained in the same method as in Example 38). Reactants: C1(CCCC1)C[C@H](CN(C=O)OC1OCCCC1)C(=O)NNC1=NC(=NC(=C1F)N1CC=CC1)C (((2R)-2-(cyclopentylmethyl)-3-{2-[6-(2,5-dihydro-1H-pyrrol-1-yl)-5-fluoro-2-methyl-4-pyrimidinyl]hydrazino}-3-oxopropyl)(tetrahydro-2H-pyran-2-yloxy)formamide), CC(=O)O (AcOH). The solvent is O (water). Yields the product C1(CCCC1)C[C@H](CN(C=O)O)C(=O)NNC1=NC(=NC(=C1F)N1CC=CC1)C (((2R)-2-(cyclopentylmethyl)-3-{2-[6-(2,5-dihydro-1H-pyrrol-1-yl)-5-fluoro-2-methyl-4-pyrimidinyl]hydrazino}-3-oxopropyl)hydroxyformamide). The yield is 58.6%. RXN SMILES: [CH:1]1([CH2:6][C@@H:7]([C:19]([NH:21][NH:22][C:23]2[C:28]([F:29])=[C:27]([N:30]3[CH2:34][CH:33]=[CH:32][CH2:31]3)[N:26]=[C:25]([CH3:35])[N:24]=2)=[O:20])[CH2:8][N:9]([O:12]C2CCCCO2)[CH:10]=[O:11])[CH2:5][CH2:4][CH2:3][CH2:2]1.CC(O)=O>O>[CH:1]1([CH2:6][C@@H:7]([C:19]([NH:21][NH:22][C:23]2[C:28]([F:29])=[C:27]([N:30]3[CH2:34][CH:33]=[CH:32][CH2:31]3)[N:26]=[C:25]([CH3:35])[N:24]=2)=[O:20])[CH2:8][N:9]([OH:12])[CH:10]=[O:11])[CH2:5][CH2:4][CH2:3][CH2:2]1. Procedure: A solution of ((2R)-2-(cyclopentylmethyl)-3-{2-[6-(2,5-dihydro-1H-pyrrol-1-yl)-5-fluoro-2-methyl-4-pyrimidinyl]hydrazino}-3-oxopropyl)(tetrahydro-2H-pyran-2-yloxy)formamide (140 mg) in 4:1 AcOH:water (2 mL) was stirred at room temperature until deprotection was complete. The solvents were removed in vacuo, and the resulting crude product was purified by RP-HPLC to provide ((2R)-2-(cyclopentylmethyl)-3-{2-[6-(2,5-dihydro-1H-pyrrol-1-yl)-5-fluoro-2-methyl-4-pyrimidinyl]hydrazino}-3-oxopropyl)hydro... The reactants are Cc1c(Br)c(F)c2oc(C3CC3)nc2c1C#N, C1COCCO1, [K+], [K+], [K+], O=P([O-])([O-])[O-], c1ccc(P(c2ccccc2)(c2ccccc2)[Pd](P(c2ccccc2)(c2ccccc2)c2ccccc2)(P(c2ccccc2)(c2ccccc2)c2ccccc2)P(c2ccccc2)(c2ccccc2)c2ccccc2)cc1, OB(O)c1ccsc1. Yields the product Cc1c(-c2ccsc2)c(F)c2oc(C3CC3)nc2c1C#N. Reaction SMILES: [Br:1][c:2]1[c:3]([F:17])[c:4]2[c:5]([n:6][c:7]([CH:9]3[CH2:10][CH2:11]3)[o:8]2)[c:12]([C:15]#[N:16])[c:13]1[CH3:14].[CH2:34]1[O:35][CH2:36][CH2:37][O:38][CH2:39]1.[K+:31].[K+:32].[K+:33].[P:26]([O-:27])([O-:28])([O-:29])=[O:30].[cH:40]1[cH:41][cH:42][c:43]([P:44]([Pd:45]([P:46]([c:47]2[cH:48][cH:49][cH:50][cH:51][cH:52]2)([c:53]2[cH:54][cH:55][cH:56][cH:57][cH:58]2)[c:59]2[cH:60][cH:61][cH:62][cH:63][cH:64]2)([P:65]([c:66]2[cH:67][cH:68][cH:69][cH:70][cH:71]2)([c:72]2[cH:73][cH:74][cH:75][cH:76][cH:77]2)[c:78]2[cH:79][cH:80][cH:81][cH:82][cH:83]2)[P:84]([c:85]2[cH:86][cH:87][cH:88][cH:89][cH:90]2)([c:91]2[cH:92][cH:93][cH:94][cH:95][cH:96]2)[c:97]2[cH:98][cH:99][cH:100][cH:101][cH:102]2)([c:103]2[cH:104][cH:105][cH:106][cH:107][cH:108]2)[c:109]2[cH:110][cH:111][cH:112][cH:113][cH:114]2)[cH:115][cH:116]1.[s:18]1[cH:19][c:20]([B:23]([OH:24])[OH:25])[cH:21][cH:22]1>>[c:2]1(-[c:20]2[cH:19][s:18][cH:22][cH:21]2)[c:3]([F:17])[c:4]2[c:5]([n:6][c:7]([CH:9]3[CH2:10][CH2:11]3)[o:8]2)[c:12]([C:15]#[N:16])[c:13]1[CH3:14].